This data is from the Open Reaction Database (ORD), a public repository of structured organic reaction records. The task is: describe an organic reaction: reactants, conditions, products, and yield Starting materials: C(C)C=1C=C(C=CC1)N(C#N)CC (N-(m-ethylphenyl)-N-ethylcyanamide), Cl.NC1=CC=CC2=CC=CC=C12 (1-aminonaphthalene hydrochloride). Solvent: ClCCl (dichloromethane). Conditions: temperature 160 celsius. Product: C1(=CC=CC2=CC=CC=C12)NC(=N)N(CC)C1=CC(=CC=C1)CC (N-(1-naphthyl)-N'-(m-ethylphenyl)-N'-ethylguanidine). Isolated yield 67.2%. Reaction SMILES: [CH2:1]([C:3]1[CH:4]=[C:5]([N:9]([CH2:12][CH3:13])[C:10]#[N:11])[CH:6]=[CH:7][CH:8]=1)[CH3:2].Cl.[NH2:15][C:16]1[C:25]2[C:20](=[CH:21][CH:22]=[CH:23][CH:24]=2)[CH:19]=[CH:18][CH:17]=1>ClCCl>[C:16]1([NH:15][C:10]([N:9]([C:5]2[CH:6]=[CH:7][CH:8]=[C:3]([CH2:1][CH3:2])[CH:4]=2)[CH2:12][CH3:13])=[NH:11])[C:25]2[C:20](=[CH:21][CH:22]=[CH:23][CH:24]=2)[CH:19]=[CH:18][CH:17]=1 |f:1.2|. Procedure details: A mixture of N-(m-ethylphenyl)-N-ethylcyanamide (500 mg, 2.86 mmol) and 1-aminonaphthalene hydrochloride (520 mg, 2.86 mmol) was heated in a preheated oil bath at 160° C. for 2 hours and then allowed to cool to room temperature. The resulting solid was taken in dichloromethane and washed with 10% NAOH solution. The organic layer was concentrated and the resulting residue was flash chromatographed on silica gel to give N-(1-naphthyl)-N'-(m-ethylphenyl)-N'-ethylguanidine (610 mg, 67%) as a light b... Starting materials: N1=C(C=CC=C1)CCC(=O)N (2-Pyridinepropaneamide), BrCC(=O)C1=CC=CC=C1 (2-Bromoacetophenone). The solvent is CC(=O)C (acetone). Reaction conditions: time 2 day. The product is C1(=CC=CC=C1)C=1C(=C2C=CC=CN2C1)CC(=O)N (2-(2-phenyl-indolizin-1-yl)acetamide). As a reaction SMILES: [N:1]1[CH:6]=[CH:5][CH:4]=[CH:3][C:2]=1[CH2:7][CH2:8][C:9]([NH2:11])=[O:10].Br[CH2:13][C:14]([C:16]1[CH:21]=[CH:20][CH:19]=[CH:18][CH:17]=1)=O>CC(C)=O>[C:16]1([C:14]2[C:7]([CH2:8][C:9]([NH2:11])=[O:10])=[C:2]3[N:1]([CH:13]=2)[CH:6]=[CH:5][CH:4]=[CH:3]3)[CH:21]=[CH:20][CH:19]=[CH:18][CH:17]=1. Procedure details: 2-Pyridinepropaneamide (8.0 g, 53 mmol) was dissolved in warm acetone (500 mL). 2-Bromoacetophenone (12.0 g, 60 mmol) was added and the reaction mixture was heated under reflux overnight. After standing at room temperature for 2 days, the solvent was decanted from the tan precipitate, which was dissolved in ethanol and heated under reflux for 6 h. After standing overnight at ambient temperature, the ethanol was removed under reduced pressure to give a residue which was recrystallized from heptan... Reactants: BrCCBr (1,2-dibromoethane), CC1=C(C=CC=C1)P(C2=C(C=CC=C2)C)C3=C(C=CC=C3)C (P(o-tolyl)3), C(C1=CC=CC=C1)OC1=C(C=CC(=C1)I)N1CC(N(S1(=O)=O)CC[Si](C)(C)C)=O (5-(2-benzyloxy-4-iodophenyl)-1,1-dioxo-2-(2-trimethylsilanylethyl)-1,2,5-thiadiazolidin-3-one), C[Si](C)(C)Cl (TMSCl), ICC1=CC=CC=C1 (Iodomethylbenzene). Reagents/catalysts: [Zn] (Zinc), C=1C=CC(=CC1)/C=C/C(=O)/C=C/C2=CC=CC=C2.C=1C=CC(=CC1)/C=C/C(=O)/C=C/C2=CC=CC=C2.C=1C=CC(=CC1)/C=C/C(=O)/C=C/C2=CC=CC=C2.[Pd].[Pd] (Pd2 dba3). Run in CN(C)C=O (DMF), CN(C)C=O (DMF), CCOC(=O)C (EtOAc). Run at time 30 minute. The product is C(C1=CC=CC=C1)C1=CC(=C(C=C1)N1CC(N(S1(=O)=O)CC[Si](C)(C)C)=O)OCC1=CC=CC=C1 (5-(4-benzyl-2-benzyloxyphenyl)-1,1-dioxo-2-(2-trimethylsilanylethyl)-1,2,5-thiadiazolidin-3-one). Reaction SMILES: BrCCBr.C[Si](Cl)(C)C.I[CH2:11][C:12]1[CH:17]=[CH:16][CH:15]=[CH:14][CH:13]=1.CC1C=CC=CC=1P(C1C=CC=CC=1C)C1C=CC=CC=1C.[CH2:40]([O:47][C:48]1[CH:53]=[C:52](I)[CH:51]=[CH:50][C:49]=1[N:55]1[S:59](=[O:61])(=[O:60])[N:58]([CH2:62][CH2:63][Si:64]([CH3:67])([CH3:66])[CH3:65])[C:57](=[O:68])[CH2:56]1)[C:41]1[CH:46]=[CH:45][CH:44]=[CH:43][CH:42]=1>CN(C=O)C.CCOC(C)=O.[Zn].C1C=CC(/C=C/C(/C=C/C2C=CC=CC=2)=O)=CC=1.C1C=CC(/C=C/C(/C=C/C2C=CC=CC=2)=O)=CC=1.C1C=CC(/C=C/C(/C=C/C2C=CC=CC=2)=O)=CC=1.[Pd].[Pd]>[CH2:11]([C:52]1[CH:51]=[CH:50][C:49]([N:55]2[S:59](=[O:60])(=[O:61])[N:58]([CH2:62][CH2:63][Si:64]([CH3:66])([CH3:67])[CH3:65])[C:57](=[O:68])[CH2:56]2)=[C:48]([O:47][CH2:40][C:41]2[CH:46]=[CH:45][CH:44]=[CH:43][CH:42]=2)[CH:53]=1)[C:12]1[CH:17]=[CH:16][CH:15]=[CH:14][CH:13]=1 |f:8.9.10.11.12|. Procedure: Zinc dust (7.2 g) is placed in a 250 mL round bottom flask, placed under vacuum and heated with a heat gun for 5-8 min. The hot solid is allowed to cool slowly to ambient temperature. DMF (50 mL) is added, followed by 1,2-dibromoethane (0.8 mL). The mixture is placed under an atmosphere of N2 and heated again until effervescence occurs and the reaction maintains itself. The mixture is cooled to ambient temperature and TMSCl (0.8 mL) is added and stirred for 30 min. Iodomethylbenzene (6.2 g, 28 m... Starting materials: N[C@@H](CC(N)=O)C(=O)O (asparagine), N[C@@H](CC(=O)[O-])C(=O)[O-] (aspartate), carboxylate, imide, carboxylate, primary amide, —CONH2. Run at temperature 180 celsius. Yields the product N[C@@H](CC(=O)[O-])C(=O)[O-].[NH4+].[NH4+] (ammonium aspartate). Reaction SMILES: [NH2:1][C@H:2]([C:7]([O-:9])=[O:8])[CH2:3][C:4]([O-:6])=[O:5].[NH2:10][C@H](C(O)=O)CC(=O)N>>[NH2:1][C@H:2]([C:7]([O-:9])=[O:8])[CH2:3][C:4]([O-:6])=[O:5].[NH4+:10].[NH4+:1] |f:2.3.4|. Reported procedure: The IR spectrum of the product obtained after heating at 180° C. for three hours showed the peaks associated with polymers of aspartate, e.g. at 1391 (carboxylate), 1533 and 1589 (primary amide doublet), and 3300 cm−1 (carboxylate), as well as signals characteristic of asparagine residues, at 1648 cm−1 and 3072 cm−1 (side chain of the —CONH2 R-group) (3300 s, 3072 m, 1648 s, 1589 s, 1533 s, 1391 s, 1196 w). After heating at 220° C. for 4.5 hours, the imide signal at 1704 cm−1 began to emerge, as... Starting materials: BrC1=C(C(=C(C(=C1)OCC)OCC)F)Br (1,2-dibromo-4,5-diethoxy-3-fluorobenzene), [Cu](C#N)C#N (copper cyanide), CN(C=O)C (dimethylformamide), N (ammonia). Conditions: temperature 150 celsius, time 3 hour. The product is C(C)OC=1C(=C(C(C#N)=CC1OCC)C#N)F (4,5-Diethoxy-3-fluorophthalonitrile). As a reaction SMILES: Br[C:2]1[CH:7]=[C:6]([O:8][CH2:9][CH3:10])[C:5]([O:11][CH2:12][CH3:13])=[C:4]([F:14])[C:3]=1Br.[Cu](C#N)[C:17]#[N:18].N.[CH3:22][N:23](C)C=O>>[CH2:12]([O:11][C:5]1[C:4]([F:14])=[C:3]([C:22]#[N:23])[C:2](=[CH:7][C:6]=1[O:8][CH2:9][CH3:10])[C:17]#[N:18])[CH3:13]. Procedure: After dissolving the 1,2-dibromo-4,5-diethoxy-3-fluorobenzene (480 g) in dimethylformamide (1400 ml), copper cyanide (345 g) was added and the mixture was stirred at 150° C. for 3 hours. Saturated aqueous ammonia was added to the reaction mixture, and then the mixture was stirred overnight and extraction was performed with toluene. The organic layer was dried over anhydrous magnesium sulfate, the solvent was distilled off under reduced pressure and the residue was purified by silica gel column c... The reactants are [Cl-], Cl, Cl, Cl, O=N[O-], CN1CCc2c(N)ccc(Sc3ccccc3)c2CC1, [Na+], O. Yields the product CN1CCc2c(Cl)ccc(Sc3ccccc3)c2CC1. RXN SMILES: [Cl-:28].[ClH:1].[ClH:23].[ClH:2].[N:24]([O-:25])=[O:26].[NH2:3][c:4]1[cH:5][cH:6][c:7]([S:16][c:17]2[cH:18][cH:19][cH:20][cH:21][cH:22]2)[c:8]2[c:9]1[CH2:10][CH2:11][N:12]([CH3:15])[CH2:13][CH2:14]2.[Na+:27].[OH2:29]>>[Cl:1][c:4]1[cH:5][cH:6][c:7]([S:16][c:17]2[cH:18][cH:19][cH:20][cH:21][cH:22]2)[c:8]2[c:9]1[CH2:10][CH2:11][N:12]([CH3:15])[CH2:13][CH2:14]2. Reactants: C1(CCCCC1)COC=1C=2N(C=CC1)C(=C(N2)C)C(=O)N[C@@H](/C=C/C(=O)OC)C2=CC=CC=C2 (methyl (2E,4S)-4-({[8-(cyclohexylmethoxy)-2-methylimidazo[1,2-a]pyridin-3-yl]carbonyl}amino)-4-phenylbuta-2-enoate). Reagents/catalysts: [C].[Pd] (palladium-carbon). The solvent is C(C)(=O)OCC (ethyl acetate). Run at time 8 hour. The product is C1(CCCCC1)COC=1C=2N(C=CC1)C(=C(N2)C)C(=O)N[C@@H](CCC(=O)OC)C2=CC=CC=C2 (methyl (4S)-4-({[8-(cyclohexylmethoxy)-2-methylimidazo[1,2-a]pyridin-3-yl]carbonyl}amino)-4-phenylbutanoate). The yield is 88.8%. RXN SMILES: [CH:1]1([CH2:7][O:8][C:9]2[C:10]3[N:11]([C:15]([C:19]([NH:21][C@H:22]([C:29]4[CH:34]=[CH:33][CH:32]=[CH:31][CH:30]=4)/[CH:23]=[CH:24]/[C:25]([O:27][CH3:28])=[O:26])=[O:20])=[C:16]([CH3:18])[N:17]=3)[CH:12]=[CH:13][CH:14]=2)[CH2:6][CH2:5][CH2:4][CH2:3][CH2:2]1>C(OCC)(=O)C.[C].[Pd]>[CH:1]1([CH2:7][O:8][C:9]2[C:10]3[N:11]([C:15]([C:19]([NH:21][C@H:22]([C:29]4[CH:30]=[CH:31][CH:32]=[CH:33][CH:34]=4)[CH2:23][CH2:24][C:25]([O:27][CH3:28])=[O:26])=[O:20])=[C:16]([CH3:18])[N:17]=3)[CH:12]=[CH:13][CH:14]=2)[CH2:6][CH2:5][CH2:4][CH2:3][CH2:2]1 |f:2.3|. Procedure: To a solution of 185 mg of methyl (2E,4S)-4-({[8-(cyclohexylmethoxy)-2-methylimidazo[1,2-a]pyridin-3-yl]carbonyl}amino)-4-phenylbuta-2-enoate in 3.7 ml of ethyl acetate was added 20 mg of 10% palladium-carbon, followed by stirring for 8 hours under a hydrogen atmosphere. The reaction mixture was filtered over Celite and the solvent was evaporated under reduced pressure to obtain 165 mg of methyl (4S)-4-({[8-(cyclohexylmethoxy)-2-methylimidazo[1,2-a]pyridin-3-yl]carbonyl}amino)-4-phenylbutanoate. Starting materials: Cl (HCl), C(CC)C1=CC=C(C=C1)NS(=O)(=O)C(C)(C)C (4-n-propylphenyl-t-butylsulfonamide), B(OC(C)C)(OC(C)C)OC(C)C (B(OiPr)3), [Li]CCCC (n-BuLi). Run in C1CCOC1 (THF). Conditions: time 2 hour. Product: C(C)(C)(C)S(=O)(=O)NC1=C(C=C(C=C1)CCC)OB(O)O (2-t-butylsulfonamido-5-n-propylphenylboric Acid). Reaction SMILES: [CH2:1]([C:4]1[CH:9]=[CH:8][C:7]([NH:10][S:11]([C:14]([CH3:17])([CH3:16])[CH3:15])(=[O:13])=[O:12])=[CH:6][CH:5]=1)[CH2:2][CH3:3].[Li]CCCC.[B:23]([O:32]C(C)C)([O:28]C(C)C)[O:24]C(C)C.Cl>C1COCC1>[C:14]([S:11]([NH:10][C:7]1[CH:6]=[CH:5][C:4]([CH2:1][CH2:2][CH3:3])=[CH:9][C:8]=1[O:24][B:23]([OH:32])[OH:28])(=[O:13])=[O:12])([CH3:16])([CH3:15])[CH3:17]. Reported procedure: To a solution of 4-n-propylphenyl-t-butylsulfonamide (2.85 g, 11.2 mmoL) in anhydrous THF (20 mL) cooled to -40° C. under N2 was added 2.5M n-BuLi solution (11.2 mL, 2.5 equiv). The mixture was warmed to rt and stirred for 2 h. To the mixture, containing the bright red dianion at 0° C., was added B(OiPr)3 (3.9 mL, 1.5 equiv). The next day 2N HCl (3 mL) was added and the mixtue was stirred for 1 h. The solvent was removed under reduced pressure and the residue was extracted With EtOAc. The organi... Starting materials: COC1=C(C=O)C=C(C(=C1)OC)C=1N=NNN1 (2,4-dimethoxy-5-(2H-tetrazol-5-yl)-benzaldehyde), C(C)(=O)C1=CC=C(C(=O)O)C=C1 (4-acetylbenzoic acid). Solvent: CC#N (CH3CN). The product is COC1=C(C=C(C(=C1)OC)C=1N=NNN1)/C=C/C(=O)C1=CC=C(C(=O)O)C=C1 (4-{3E-[2,4-Dimethoxy-5-(2H-tetrazol-5-yl)-phenyl]-acryloyl}-benzoic acid). The yield is 19.0%. As a reaction SMILES: [CH3:1][O:2][C:3]1[CH:10]=[C:9]([O:11][CH3:12])[C:8]([C:13]2[N:14]=[N:15][NH:16][N:17]=2)=[CH:7][C:4]=1[CH:5]=O.[C:18]([C:21]1[CH:29]=[CH:28][C:24]([C:25]([OH:27])=[O:26])=[CH:23][CH:22]=1)(=[O:20])[CH3:19]>CC#N>[CH3:1][O:2][C:3]1[CH:10]=[C:9]([O:11][CH3:12])[C:8]([C:13]2[N:14]=[N:15][NH:16][N:17]=2)=[CH:7][C:4]=1/[CH:5]=[CH:19]/[C:18]([C:21]1[CH:29]=[CH:28][C:24]([C:25]([OH:27])=[O:26])=[CH:23][CH:22]=1)=[O:20]. Procedure: The title compound was prepared by condensing 2,4-dimethoxy-5-(2H-tetrazol-5-yl)-benzaldehyde (Ex-75A) and 4-acetylbenzoic acid in a similar manner as described in Ex-3. Yellow solid, 19% yield, mp 218° C. (dec). 1H-NMR (DMSO-d6) δ 8.58 (s, 1H), 8.20 (d, 2H), 8.03 (m, 3H), 7.85 (d, 1H), 6.90 (s, 1H), 4.04 (s, 3H), 4.02 (s, 3H). MS m/z=422 ([M+CH3CN+H]+, 100%). HRMS m/z: calc. 381.1199, found 381.1184.